Dataset: the Open Reaction Database (ORD), a public repository of structured organic reaction records. Task: describe an organic reaction: reactants, conditions, products, and yield The reactants are [OH-].[K+] (potassium hydroxide), Cl.C1(CC1)CN ((cyclopropylmethyl)amine hydrochloride), ClCC1=NN=C2N1C1=C(C(=NC2)C2=CC=CC=C2)C=CC=C1 (1-(chloromethyl)-6-phenyl-4H-s-triazolo[4,3-a][1,4]benzodiazepine), [I-].[K+] (potassium iodide). Run in O1CCCC1 (tetrahydrofuran). Product: C1(CC1)CNCC1=NN=C2N1C1=C(C(=NC2)C2=CC=CC=C2)C=CC=C1 (1-[[(cyclopropylmethyl)-amino]methyl]-6-phenyl-4H-s-triazolo[4,3-a][1,4]benzodiazepine). As a reaction SMILES: [OH-].[K+].Cl.[CH:4]1([CH2:7][NH2:8])[CH2:6][CH2:5]1.Cl[CH2:10][C:11]1[N:15]2[C:16]3[CH:30]=[CH:29][CH:28]=[CH:27][C:17]=3[C:18]([C:21]3[CH:26]=[CH:25][CH:24]=[CH:23][CH:22]=3)=[N:19][CH2:20][C:14]2=[N:13][N:12]=1.[I-].[K+]>O1CCCC1>[CH:4]1([CH2:7][NH:8][CH2:10][C:11]2[N:15]3[C:16]4[CH:30]=[CH:29][CH:28]=[CH:27][C:17]=4[C:18]([C:21]4[CH:26]=[CH:25][CH:24]=[CH:23][CH:22]=4)=[N:19][CH2:20][C:14]3=[N:13][N:12]=2)[CH2:6][CH2:5]1 |f:0.1,2.3,5.6|. Procedure details: In the manner given in Example 3, a solution of potassium hydroxide and (cyclopropylmethyl)amine hydrochloride is treated with a solution of 1-(chloromethyl)-6-phenyl-4H-s-triazolo[4,3-a][1,4]benzodiazepine and potassium iodide in tetrahydrofuran to give 1-[[(cyclopropylmethyl)-amino]methyl]-6-phenyl-4H-s-triazolo[4,3-a][1,4]benzodiazepine. The reactants are C(Cl)Cl (CH2Cl2), CC(C(=O)C1=CN(C2=NC=C(N=C21)C2=CC(=CC=C2)N2CCNCC2)COCC[Si](C)(C)C)(C)C (2,2-Dimethyl-1-[2-(3-piperazin-1-yl-phenyl)-5-(2-trimethylsilanyl-ethoxymethyl)-5H-pyrrolo[2,3-b]pyrazin-7-yl]-propan-1-one), C(C)(C)N(CC)C(C)C (diisopropylethylamine), BrCCO (2-bromoethanol). Solvent: CO (MeOH), CN(C=O)C (dimethyl formamide). Conditions: time 8 hour. Product: [NH4+].[OH-].ClCCl (NH4OH dichloromethane), OCCN1CCN(CC1)C=1C=C(C=CC1)C=1N=C2C(=NC1)N(C=C2C(C(C)(C)C)=O)COCC[Si](C)(C)C (1-[2-{3-[4-(2-Hydroxy-ethyl)-piperazin-1-yl]-phenyl}-5-(2-trimethylsilanyl-ethoxymethyl)-5H-pyrrolo[2,3-b]pyrazin-7-yl]-2,2-dimethyl-propan-1-one). Yield: 59.0%. As a reaction SMILES: [CH3:1][C:2]([CH3:35])([CH3:34])[C:3]([C:5]1[C:13]2[C:8](=[N:9][CH:10]=[C:11]([C:14]3[CH:19]=[CH:18][CH:17]=[C:16]([N:20]4[CH2:25][CH2:24][NH:23][CH2:22][CH2:21]4)[CH:15]=3)[N:12]=2)[N:7]([CH2:26][O:27][CH2:28][CH2:29][Si:30]([CH3:33])([CH3:32])[CH3:31])[CH:6]=1)=[O:4].C(N(C(C)C)CC)(C)C.Br[CH2:46][CH2:47][OH:48].[CH2:49]([Cl:51])[Cl:50]>CN(C)C=O.CO>[NH4+:7].[OH-:4].[Cl:50][CH2:49][Cl:51].[OH:48][CH2:47][CH2:46][N:23]1[CH2:24][CH2:25][N:20]([C:16]2[CH:15]=[C:14]([C:11]3[N:12]=[C:13]4[C:5]([C:3](=[O:4])[C:2]([CH3:35])([CH3:34])[CH3:1])=[CH:6][N:7]([CH2:26][O:27][CH2:28][CH2:29][Si:30]([CH3:31])([CH3:33])[CH3:32])[C:8]4=[N:9][CH:10]=3)[CH:19]=[CH:18][CH:17]=2)[CH2:21][CH2:22]1 |f:6.7.8|. Procedure: To a solution of 2,2-Dimethyl-1-[2-(3-piperazin-1-yl-phenyl)-5-(2-trimethylsilanyl-ethoxymethyl)-5H-pyrrolo[2,3-b]pyrazin-7-yl]-propan-1-one (0.10 g, 0.203 mmol) in 2 mL dimethyl formamide under argon was added 0.088 mL of diisopropylethylamine (0.066 g, 0.508 mmol) and 0.036 mL of 2-bromoethanol (0.0635 g, 0.508 mmol). The reaction was stirred overnight at room temperature before quenching with water and extracting with dichloromethane. The combined organics were washed with water, dried over M... Reactants: C([O-])(O)=O.[Na+] (sodium bicarbonate), C([O-])(O)=O.[Na+] (sodium bicarbonate), CC(C)(OCOCC[Si](C)(C)C)C=1SC=CN1 (2-(1-methyl-1-{[2-(trimethylsilyl)ethoxy]methoxy}ethyl)thiazole), BrBr (bromine), C([O-])(O)=O.[Na+] (sodium bicarbonate). Run in C(Cl)(Cl)Cl (chloroform), C(Cl)(Cl)Cl (chloroform). Reaction conditions: time 1 hour. The product is BrC1=CN=C(S1)C(C)(C)O (5-Bromo-2-(1-hydroxy-1-methylethyl)thiazole). Reaction SMILES: [CH3:1][C:2]([C:13]1[S:14][CH:15]=[CH:16][N:17]=1)([O:4]COCC[Si](C)(C)C)[CH3:3].[Br:18]Br.C(=O)(O)[O-].[Na+]>C(Cl)(Cl)Cl>[Br:18][C:15]1[S:14][C:13]([C:2]([OH:4])([CH3:3])[CH3:1])=[N:17][CH:16]=1 |f:2.3|. Reported procedure: To a solution of 2-(1-methyl-1-{[2-(trimethylsilyl)ethoxy]methoxy}ethyl)thiazole from Step 2 in chloroform (2 mL mmol) at room temperature was added bromine (2 molar eq) and the resulting mixture was stirred for 1 hour. Solid sodium bicarbonate (0.55 eq) was added and the mixture was stirred for 5 hours. More sodium bicarbonate was added (0.55 eq) and stirring was continued for 18 hours. After a final addition of sodium bicarbonate (0.55 eq) the mixture was stirred for a further 5 hours, diluted... The reactants are ClC(c1ccccc1)(c1ccccc1)c1ccccc1, CN(C)C=O, Cn1c(=O)[nH]c(=O)c2[nH]cnc21, [H-], [Na+]. The product is Cn1c(=O)[nH]c(=O)c2c1ncn2C(c1ccccc1)(c1ccccc1)c1ccccc1. RXN SMILES: [C:15]([c:16]1[cH:17][cH:18][cH:19][cH:20][cH:21]1)([c:22]1[cH:23][cH:24][cH:25][cH:26][cH:27]1)([c:28]1[cH:29][cH:30][cH:31][cH:32][cH:33]1)[Cl:34].[CH3:35][N:36]([CH3:37])[CH:38]=[O:39].[CH3:3][n:4]1[c:5](=[O:14])[nH:6][c:7](=[O:13])[c:8]2[nH:9][cH:10][n:11][c:12]12.[H-:1].[Na+:2]>>[CH3:3][n:4]1[c:5](=[O:14])[nH:6][c:7](=[O:13])[c:8]2[n:9]([C:15]([c:16]3[cH:17][cH:18][cH:19][cH:20][cH:21]3)([c:22]3[cH:23][cH:24][cH:25][cH:26][cH:27]3)[c:28]3[cH:29][cH:30][cH:31][cH:32][cH:33]3)[cH:10][n:11][c:12]12. The product is COc1cc(CP(=O)(OC)OC)cc(C)c1O. Reaction SMILES: [CH3:2][N+:3]([CH2:4][c:5]1[cH:6][c:7]([O:13][CH3:14])[c:8]([OH:12])[c:9]([CH3:11])[cH:10]1)([CH3:15])[CH3:16].[I-:1].[P:17]([O:18][CH3:19])([O:20][CH3:21])[O:22][CH3:23].[c:24]1([CH3:25])[c:26]([CH3:27])[cH:28][cH:29][cH:30][cH:31]1>>[CH2:4]([c:5]1[cH:6][c:7]([O:13][CH3:14])[c:8]([OH:12])[c:9]([CH3:11])[cH:10]1)[P:17]([O:18][CH3:19])([O:20][CH3:21])=[O:22]. Starting materials: COc1cc(C[N+](C)(C)C)cc(C)c1O, [I-], COP(OC)OC, Cc1ccccc1C.